From a dataset of the Open Reaction Database (ORD), a public repository of structured organic reaction records. describe an organic reaction: reactants, conditions, products, and yield The solvent is CC(=O)C.C(C)O (acetone ethanol). Reported procedure: In a manner analogous to that described in Example 1, the reaction of 5-(N-ethylsulfamoyl)-isatoic anhydride with 1-methylpiperazine yields 5-(N-ethylsulfamoyl)-anthranilic acid (4-methyl)-piperazide with a melting point of 175°-177° (from acetone/ethanol). The product is CN1CCN(CC1)C(C=1C(N)=CC=C(C1)S(NCC)(=O)=O)=O (5-(N-ethylsulfamoyl)-anthranilic acid (4-methyl)-piperazide). RXN SMILES: [CH2:1]([NH:3][S:4]([C:7]1[CH:18]=[C:11]2[C:12]([O:14]C(=O)[NH:16][C:10]2=[CH:9][CH:8]=1)=O)(=[O:6])=[O:5])[CH3:2].[CH3:19][N:20]1[CH2:25][CH2:24][NH:23][CH2:22][CH2:21]1>CC(C)=O.C(O)C>[CH3:19][N:20]1[CH2:25][CH2:24][N:23]([C:12](=[O:14])[C:11]2[C:10](=[CH:9][CH:8]=[C:7]([S:4](=[O:5])(=[O:6])[NH:3][CH2:1][CH3:2])[CH:18]=2)[NH2:16])[CH2:22][CH2:21]1 |f:2.3|. Reactants: C(C)NS(=O)(=O)C1=CC=C2C(C(=O)OC(N2)=O)=C1 (5-(N-ethylsulfamoyl)-isatoic anhydride), CN1CCNCC1 (1-methylpiperazine). The reactants are ClCCCCN1C2=NC(=NC(=C2N=C1OC)N)O[C@H](CC)C (9-(4-Chlorobutyl)-8-(methyloxy)-2-{[(1S)-1-methylpropyl]oxy}-9H-purin-6-amine), FC(C(=O)O)(F)F.C[C@H](CCC)NC1=NC(=C2N=C(N=C2N1)OC)N (N2-[(1R)-1-methylbutyl]-8-(methyloxy)-3H-purine-2,6-diamine trifluoroacetate), BrCCCCCl (1-bromo-4-chlorobutane). Product: ClCCCCN1C2=NC(=NC(=C2N=C1OC)N)N[C@@H](CCC)C (9-(4-Chlorobutyl)-N2-[(1R)-1-methylbutyl]-8-(methyloxy)-9H-purine-2,6-diamine). As a reaction SMILES: [Cl:1][CH2:2][CH2:3][CH2:4][CH2:5][N:6]1[C:14]([O:15][CH3:16])=[N:13][C:12]2[C:7]1=[N:8][C:9](O[C@@H](C)CC)=[N:10][C:11]=2[NH2:17].FC(F)(F)C(O)=O.[CH3:30][C@@H:31]([NH:35]C1NC2C(N=C(OC)N=2)=C(N)N=1)[CH2:32][CH2:33][CH3:34].BrCCCCCl>>[Cl:1][CH2:2][CH2:3][CH2:4][CH2:5][N:6]1[C:14]([O:15][CH3:16])=[N:13][C:12]2[C:7]1=[N:8][C:9]([NH:35][C@H:31]([CH3:30])[CH2:32][CH2:33][CH3:34])=[N:10][C:11]=2[NH2:17] |f:1.2|. Procedure details: Prepared similarly to Intermediate 44 from N2-[(1R)-1-methylbutyl]-8-(methyloxy)-3H-purine-2,6-diamine trifluoroacetate and 1-bromo-4-chlorobutane. The reactants are FC(S(=O)(=O)OC=1C(=CC=C2C=CC(=NC12)C1=NN=C2N1C=CC=C2)Br)(F)F (2-([1,2,4]triazolo[4,3-a]pyridin-3-yl)-7-bromoquinolin-8-yl trifluoromethanesulfonate), CC1CNCCC1 (3-methylpiperidine), CN1CCCC1=O (NMP). Run in O (water). Product: N=1N=C(N2C1C=CC=C2)C2=NC1=C(C(=CC=C1C=C2)Br)N2CC(CCC2)C (2-([1,2,4]triazolo[4,3-a]pyridin-3-yl)-7-bromo-8-(3-methylpiperidin-1-yl)quinoline). As a reaction SMILES: FC(F)(F)S(O[C:7]1[C:8]([Br:26])=[CH:9][CH:10]=[C:11]2[C:16]=1[N:15]=[C:14]([C:17]1[N:21]3[CH:22]=[CH:23][CH:24]=[CH:25][C:20]3=[N:19][N:18]=1)[CH:13]=[CH:12]2)(=O)=O.[CH3:29][CH:30]1[CH2:35][CH2:34][CH2:33][NH:32][CH2:31]1.CN1C(=O)CCC1>O>[N:19]1[N:18]=[C:17]([C:14]2[CH:13]=[CH:12][C:11]3[C:16](=[C:7]([N:32]4[CH2:33][CH2:34][CH2:35][CH:30]([CH3:29])[CH2:31]4)[C:8]([Br:26])=[CH:9][CH:10]=3)[N:15]=2)[N:21]2[CH:22]=[CH:23][CH:24]=[CH:25][C:20]=12. Reported procedure: The product from Step G (0.025 g, 0.0528 mmol) and 3-methylpiperidine (0.0186 mL, 0.158 mmol) were added to a small microwave reaction vial followed by NMP (0.250 mL). The vessel was placed inside the center of the microwave oven and then it was exposed to microwave irradiation (250 W) for 20 minutes at a temperature of 195° C. After the irradiation, the reaction mixture was cooled to ambient temperature, poured into 10 mL of water and extracted with CH2Cl2 (3×10 mL). The combined organic extrac... Reaction SMILES: [C:1]([CH3:2])([CH3:3])([CH3:4])[O:5][C:6](=[O:7])[N:8]1[CH2:9][CH2:10][CH:11]([CH2:14][N:15]2[CH2:16][C:17]([CH3:27])([CH3:28])[c:18]3[cH:19][cH:20][c:21]([N+:24]([O-:25])=[O:26])[cH:22][c:23]32)[CH2:12][CH2:13]1.[CH3:29][CH2:30][OH:31]>>[C:1]([CH3:2])([CH3:3])([CH3:4])[O:5][C:6](=[O:7])[N:8]1[CH2:9][CH2:10][CH:11]([CH2:14][N:15]2[CH2:16][C:17]([CH3:27])([CH3:28])[c:18]3[cH:19][cH:20][c:21]([NH2:24])[cH:22][c:23]32)[CH2:12][CH2:13]1. Product: CC(C)(C)OC(=O)N1CCC(CN2CC(C)(C)c3ccc(N)cc32)CC1. Reactants: CC(C)(C)OC(=O)N1CCC(CN2CC(C)(C)c3ccc([N+](=O)[O-])cc32)CC1, CCO.